This data is from the Open Reaction Database (ORD), a public repository of structured organic reaction records. The task is: describe an organic reaction: reactants, conditions, products, and yield Reactants: NC(=O)c1ccc(OCCn2ccnc2)cc1, CN(C)C=O, O=C(O)c1ccccc1. Product: O=C(NC(=O)c1ccc(OCCn2ccnc2)cc1)c1ccccc1. Reaction SMILES: [C:10]([NH2:11])(=[O:12])[c:13]1[cH:14][cH:15][c:16]([O:17][CH2:18][CH2:19][n:20]2[cH:21][n:22][cH:23][cH:24]2)[cH:25][cH:26]1.[CH3:27][N:28]([CH3:29])[CH:30]=[O:31].[OH:1][C:2](=[O:3])[c:4]1[cH:5][cH:6][cH:7][cH:8][cH:9]1>>[C:2](=[O:3])([c:4]1[cH:5][cH:6][cH:7][cH:8][cH:9]1)[NH:11][C:10](=[O:12])[c:13]1[cH:14][cH:15][c:16]([O:17][CH2:18][CH2:19][n:20]2[cH:21][n:22][cH:23][cH:24]2)[cH:25][cH:26]1.